From a dataset of the Open Reaction Database (ORD), a public repository of structured organic reaction records. describe an organic reaction: reactants, conditions, products, and yield Reactants: compound, CS(=O)(=O)OCCN1C=CC=2C=3N(C(=NC21)N)N=C(N3)C=3OC=CC3 (2-{5-amino-2-(furan-2-yl)-7H-pyrrolo[3,2-e][1,2,4]triazolo[1,5-c]pyrimidin-7-yl}ethyl methanesulfonate), Cl.FC1=C(C=CC(=C1)F)C(C(C)=O)N1CCNCC1 ((2,4-difluorophenyl)piperazin-1-yl-propanone hydrochloride), CCN(C(C)C)C(C)C (DIEA), CN(C)C=O (DMF). Conditions: temperature 100 celsius, time 5 hour. The product is NC1=NC2=C(C=3N1N=C(N3)C=3OC=CC3)C=CN2CCN2CCN(CC2)C(CCC2=C(C=C(C=C2)F)F)=O (1-(4-(2-(5-amino-2-(furan-2-yl)-7H-pyrrolo[3,2-e][1,2,4]triazolo[1,5-c]pyrimidin-7-yl)ethyl)piperazin-1-yl)-3-(2,4-difluorophenyl)propan-1-one). Reaction SMILES: CS(OCC[N:8]1[C:16]2[N:15]=[C:14]([NH2:17])[N:13]3[N:18]=[C:19]([C:21]4[O:22][CH:23]=[CH:24][CH:25]=4)[N:20]=[C:12]3[C:11]=2[CH:10]=[CH:9]1)(=O)=O.Cl.[F:27][C:28]1[CH:33]=[C:32]([F:34])[CH:31]=[CH:30][C:29]=1[CH:35](N1CCNCC1)[C:36](=O)C.[CH3:45][CH2:46][N:47]([CH:51](C)C)[CH:48](C)C.[CH3:54][N:55]([CH:57]=[O:58])[CH3:56]>>[NH2:17][C:14]1[N:13]2[N:18]=[C:19]([C:21]3[O:22][CH:23]=[CH:24][CH:25]=3)[N:20]=[C:12]2[C:11]2[CH:10]=[CH:9][N:8]([CH2:45][CH2:46][N:47]3[CH2:51][CH2:56][N:55]([C:57](=[O:58])[CH2:36][CH2:35][C:29]4[CH:30]=[CH:31][C:32]([F:34])=[CH:33][C:28]=4[F:27])[CH2:54][CH2:48]3)[C:16]=2[N:15]=1 |f:1.2|. Procedure details: To a solution of the title D compound of Example 1, 2-{5-amino-2-(furan-2-yl)-7H-pyrrolo[3,2-e][1,2,4]triazolo[1,5-c]pyrimidin-7-yl}ethyl methanesulfonate (0.06 g, 0.165 mmol) in dry DMF (5 mL), the title A compound, (2,4-difluorophenyl)piperazin-1-yl-propanone hydrochloride (0.33 mmol) and 0.06 mL of DIEA are added, and the solution is stirred at 100° C. for 5 h. The reaction mixture is cooled to RT, and the solvent is removed under reduced pressure. To the residue, acetonitrile is added and th... The reactants are COc1ccc(-n2cc[nH]c2=O)cc1, CC(O)C1(c2ccc(F)cc2F)CO1. The product is COc1ccc(-n2ccn(C(C)C3(c4ccc(F)cc4F)CO3)c2=O)cc1. Reaction SMILES: [CH3:15][O:16][c:17]1[cH:18][cH:19][c:20](-[n:23]2[c:24](=[O:28])[nH:25][cH:26][cH:27]2)[cH:21][cH:22]1.[F:1][c:2]1[c:3]([C:9]2([CH:12]([CH3:13])[OH:14])[O:10][CH2:11]2)[cH:4][cH:5][c:6]([F:8])[cH:7]1>>[F:1][c:2]1[c:3]([C:9]2([CH:12]([CH3:13])[n:25]3[c:24](=[O:28])[n:23](-[c:20]4[cH:19][cH:18][c:17]([O:16][CH3:15])[cH:22][cH:21]4)[cH:27][cH:26]3)[O:10][CH2:11]2)[cH:4][cH:5][c:6]([F:8])[cH:7]1. The reactants are FC1=C(C=CC(=C1)C(C)(C)C1=NOC(=C1)N=C(N1CCOCC1)N)C1=CC=CC=C1 (({3-[1-(2-Fluoro-biphenyl-4-yl)-1-methyl-ethyl]-isoxazol-5-ylimino}-morpholin-4-yl-methyl)-amine), CS(=O)(=O)O (methanesulfonic acid). Run in O1CCOCC1 (1,4-dioxane). Run at time 30 minute. Yields the product CS(=O)(=O)O.FC1=C(C=CC(=C1)C(C)(C)C1=NOC(=C1)N=C(N1CCOCC1)N)C1=CC=CC=C1 (({3-[1-(2-Fluoro-biphenyl-4-yl)-1-methyl-ethyl]-isoxazol-5-ylimino}-morpholin-4-yl-methyl)-amine methanesulfonate). As a reaction SMILES: [F:1][C:2]1[CH:7]=[C:6]([C:8]([C:11]2[CH:15]=[C:14]([N:16]=[C:17]([NH2:24])[N:18]3[CH2:23][CH2:22][O:21][CH2:20][CH2:19]3)[O:13][N:12]=2)([CH3:10])[CH3:9])[CH:5]=[CH:4][C:3]=1[C:25]1[CH:30]=[CH:29][CH:28]=[CH:27][CH:26]=1.[CH3:31][S:32]([OH:35])(=[O:34])=[O:33]>O1CCOCC1>[CH3:31][S:32]([OH:35])(=[O:34])=[O:33].[F:1][C:2]1[CH:7]=[C:6]([C:8]([C:11]2[CH:15]=[C:14]([N:16]=[C:17]([NH2:24])[N:18]3[CH2:23][CH2:22][O:21][CH2:20][CH2:19]3)[O:13][N:12]=2)([CH3:9])[CH3:10])[CH:5]=[CH:4][C:3]=1[C:25]1[CH:26]=[CH:27][CH:28]=[CH:29][CH:30]=1 |f:3.4|. Procedure: The compound (1.53 g) obtained in Example 51 was dissolved in 1,4-dioxane and methanesulfonic acid (0.27 ml) was added under ice-cooling, after which the solution was stirred for 30 minutes. Subsequently, it was purified by a recrystallization method from 1,4-dioxane to obtain the desired compound (1.89 g).